This data is from the Open Reaction Database (ORD), a public repository of structured organic reaction records. The task is: describe an organic reaction: reactants, conditions, products, and yield Starting materials: CCOC(=O)N=NC(=O)OCC, C1CCOC1, O=C(C=Cc1cccnc1)NCCCCO, c1ccc(P(c2ccccc2)c2ccccc2)cc1, O=C1CC(c2ccccc2)CC(=O)N1. Yields the product O=C(C=Cc1cccnc1)NCCCCN1C(=O)CC(c2ccccc2)CC1=O. As a reaction SMILES: [CH2:50]([O:51][C:52]([N:53]=[N:54][C:55]([O:56][CH2:57][CH3:58])=[O:59])=[O:60])[CH3:61].[CH2:62]1[O:63][CH2:64][CH2:65][CH2:66]1.[OH:1][CH2:2][CH2:3][CH2:4][CH2:5][NH:6][C:7]([CH:8]=[CH:9][c:10]1[cH:11][n:12][cH:13][cH:14][cH:15]1)=[O:16].[c:17]1([P:18]([c:19]2[cH:20][cH:21][cH:22][cH:23][cH:24]2)[c:25]2[cH:26][cH:27][cH:28][cH:29][cH:30]2)[cH:31][cH:32][cH:33][cH:34][cH:35]1.[c:36]1([CH:42]2[CH2:43][C:44](=[O:49])[NH:45][C:46](=[O:48])[CH2:47]2)[cH:37][cH:38][cH:39][cH:40][cH:41]1>>[CH2:2]([CH2:3][CH2:4][CH2:5][NH:6][C:7]([CH:8]=[CH:9][c:10]1[cH:11][n:12][cH:13][cH:14][cH:15]1)=[O:16])[N:45]1[C:44](=[O:49])[CH2:43][CH:42]([c:36]2[cH:37][cH:38][cH:39][cH:40][cH:41]2)[CH2:47][C:46]1=[O:48]. The reactants are O (water), OCC1C(C2CCC1C2)C=CCCCC(=O)OC (methyl 6-(3-hydroxymethyl-bicyclo[2.2.1]hept-2-yl)-hex-5-enoate), [Cr](=O)(=O)([O-])O[Cr](=O)(=O)[O-].[NH+]1=CC=CC=C1.[NH+]1=CC=CC=C1 (pyridinium dichromate). Solvent: CN(C=O)C (dimethylformamide), CN(C=O)C (dimethylformamide). Reaction conditions: temperature 20 celsius, time 9 hour. Product: C(=O)(O)C1C(C2CCC1C2)C=CCCCC(=O)OC (methyl 6-(3-carboxy-bicyclo-[2.2.1]hept-2-yl)-hex-5-enoate). The yield is 65.0%. As a reaction SMILES: [OH:1][CH2:2][CH:3]1[CH:8]2[CH2:9][CH:5]([CH2:6][CH2:7]2)[CH:4]1[CH:10]=[CH:11][CH2:12][CH2:13][CH2:14][C:15]([O:17][CH3:18])=[O:16].[Cr](O[Cr]([O-])(=O)=O)([O-])(=O)=[O:20].[NH+]1C=CC=CC=1.[NH+]1C=CC=CC=1.O>CN(C)C=O>[C:2]([CH:3]1[CH:8]2[CH2:9][CH:5]([CH2:6][CH2:7]2)[CH:4]1[CH:10]=[CH:11][CH2:12][CH2:13][CH2:14][C:15]([O:17][CH3:18])=[O:16])([OH:20])=[O:1] |f:1.2.3|. Procedure: A solution of 25.0 g (0.1 mole) of methyl 6-(3-hydroxymethyl-bicyclo[2.2.1]hept-2-yl)-hex-5-enoate in 60 ml of absolute dimethylformamide is added to 132.0 g (0.35 mole) of pyridinium dichromate in 200 ml of absolute dimethylformamide at 20° C. The reaction mixture is stirred at 20° C. for 9 hours, left to stand for 14 hours and then poured into 1.9 liters of water and extracted with diethyl ether. After drying over Na2SO4, the mixture is evaporated in vacuo and the residue is chromatographed on...